This data is from the Open Reaction Database (ORD), a public repository of structured organic reaction records. The task is: describe an organic reaction: reactants, conditions, products, and yield The reactants are C(CC#C)O (3-butynol), II, [Cl-] (chloride), C1(=CC=CC=C1)P(C1=CC=CC=C1)C1=CC=CC=C1 (triphenylphosphine), BrC1=CC=C(C=C1)F (4-bromofluorobenzene). The reagents and catalysts are C1([P]([Pd][P](C2=CC=CC=C2)(C3=CC=CC=C3)C4=CC=CC=C4)(C5=CC=CC=C5)C6=CC=CC=C6)=CC=CC=C1 (bis(triphenylphosphine)palladium), [Cu]I (copper(I) iodide). Solvent: C(C)N(CC)CC (triethylamine). Reaction conditions: time 5 hour. Product: FC1=CC=C(C=C1)C#CCCO (4-(4-Fluorophenyl)-3-butynol). Yield: 86.0%. As a reaction SMILES: [Cl-].C1(P(C2C=CC=CC=2)C2C=CC=CC=2)C=CC=CC=1.Br[C:22]1[CH:27]=[CH:26][C:25]([F:28])=[CH:24][CH:23]=1.[CH2:29]([OH:33])[CH2:30][C:31]#[CH:32]>C(N(CC)CC)C.C1(C=CC=CC=1)[P](C1C=CC=CC=1)(C1C=CC=CC=1)[Pd][P](C1C=CC=CC=1)(C1C=CC=CC=1)C1C=CC=CC=1.[Cu]I>[F:28][C:25]1[CH:26]=[CH:27][C:22]([C:32]#[C:31][CH2:30][CH2:29][OH:33])=[CH:23][CH:24]=1 |^1:46,60|. Reported procedure: 1 g of bis(triphenylphosphine)palladium(II chloride, 3.8 g of copper(I) iodide and 8.7 g of triphenylphosphine were added in succession to a solution of 100 g of 4-bromofluorobenzene in 350 ml of triethylamine. This mixture was heated to the reflux temperature, after which 43.4 g of 3-butynol were added dropwise in the course of 20 minutes at this temperature (about 100° C.). Stirring was carried out for a further 5 hours at this temperature. After cooling, the triethylamine was distilled off. T... Reactants: ClC1=C2C(=NC(=C1)NC(OCC)=O)NC=N2 (ethyl N-(7-chloro-3H-imidazo-[4,5-b]-pyridin-5-yl)-carbamate), FC(C(C(C(S(=O)(=O)[O-])(F)F)(F)F)(F)F)(F)F.[K+] (potassium nonafluorobutanesulfonate), C[Si](N[Si](C)(C)C)(C)C (hexamethyldisilazane), C([O-])(O)=O.[Na+] (sodium bicarbonate), ( 6 ), C(C)(=O)O[C@H]1[C@H](OC(C2=CC=CC=C2)=O)[C@H](OC(C2=CC=CC=C2)=O)[C@H](O1)COC(C1=CC=CC=C1)=O (1-O-acetyl-2,3,5-tri-O-benzoyl-β-D-ribofuranose), C[Si](C)(C)Cl (trimethylsilyl chloride). Run in CO (methanol), N (ammonia), C(C)#N (acetonitrile), C(C)#N (acetonitrile), C(Cl)Cl (methylene chloride). Conditions: time 40 hour. The product is ClC1=C2C(=NC(=C1)NC(OCC)=O)N(C=N2)[C@H]2[C@H](O)[C@H](O)[C@H](O2)CO (ethyl N-[7-chloro-3-β-D-ribofuranosyl-3H-imidazo[4,5-b]pyridin-5-yl]-carbamate). As a reaction SMILES: [Cl:1][C:2]1[CH:7]=[C:6]([NH:8][C:9](=[O:13])[O:10][CH2:11][CH3:12])[N:5]=[C:4]2[NH:14][CH:15]=[N:16][C:3]=12.C(O[C@@H:21]1[O:43][C@H:42]([CH2:44][O:45]C(=O)C2C=CC=CC=2)[C@@H:32]([O:33]C(=O)C2C=CC=CC=2)[C@H:22]1[O:23]C(=O)C1C=CC=CC=1)(=O)C.FC(F)(F)C(F)(F)C(F)(F)C(F)(F)S([O-])(=O)=O.[K+].C[Si](C)(C)N[Si](C)(C)C.C[Si](Cl)(C)C.C(=O)(O)[O-].[Na+]>C(#N)C.C(Cl)Cl.CO.N>[Cl:1][C:2]1[CH:7]=[C:6]([NH:8][C:9](=[O:13])[O:10][CH2:11][CH3:12])[N:5]=[C:4]2[N:14]([C@@H:21]3[O:43][C@H:42]([CH2:44][OH:45])[C@@H:32]([OH:33])[C@H:22]3[OH:23])[CH:15]=[N:16][C:3]=12 |f:2.3,6.7|. Procedure details: To a mixture of 1.2 g ethyl N-(7-chloro-3H-imidazo-[4,5-b]-pyridin-5-yl)-carbamate, prepared as described by Schelling and Salemink, Receuil 93 (6), 160 (1974), 2.52 g of 1-O-acetyl-2,3,5-tri-O-benzoyl-β-D-ribofuranose, 4.06 g potassium nonafluorobutanesulfonate and 0.56 g hexamethyldisilazane in 70 ml of acetonitrile is added 1.67 g of trimethylsilyl chloride. The mixture is heated to reflux under nitrogen for 21 hours. It is cooled, diluted with methylene chloride (100 ml) and treated with sat... Reactants: CCCn1c(=O)c2[nH]c(-c3ccc(S(=O)(=O)O)cc3)nc2n(CCC)c1=O, CN(C)CCN, CN(C)C=O, O=S(Cl)Cl. The product is CCCn1c(=O)c2[nH]c(-c3ccc(S(=O)(=O)NCCN(C)C)cc3)nc2n(CCC)c1=O. Reaction SMILES: [CH2:1]([CH2:2][CH3:3])[n:4]1[c:5](=[O:27])[n:6]([CH2:24][CH2:25][CH3:26])[c:7]2[n:8][c:9](-[c:14]3[cH:15][cH:16][c:17]([S:20](=[O:21])(=[O:22])[OH:23])[cH:18][cH:19]3)[nH:10][c:11]2[c:12]1=[O:13].[CH3:32][N:33]([CH2:34][CH2:35][NH2:36])[CH3:37].[CH3:38][N:39]([CH3:40])[CH:41]=[O:42].[S:28]([Cl:29])([Cl:30])=[O:31]>>[CH2:1]([CH2:2][CH3:3])[n:4]1[c:5](=[O:27])[n:6]([CH2:24][CH2:25][CH3:26])[c:7]2[n:8][c:9](-[c:14]3[cH:15][cH:16][c:17]([S:20](=[O:21])(=[O:22])[NH:36][CH2:35][CH2:34][N:33]([CH3:32])[CH3:37])[cH:18][cH:19]3)[nH:10][c:11]2[c:12]1=[O:13]. Starting materials: [N+](=O)([O-])C1=C(N)C(=CC=C1)OC[C@H]1OC1 (2-Nitro-6-[(2S)oxiranylmethoxy]aniline), O1CCCC1 (tetrahydrofuran). The reagents and catalysts are [Ni] (Ni). Run at time 8 hour. The product is O1[C@@H](C1)COC1=CC=CC=2NC(NC21)=O (4-[(2S)Oxiranylmethoxy]-1,3-dihydro-2H-benzimidazol-2-one). Reaction SMILES: [N+:1]([C:4]1[CH:10]=[CH:9][CH:8]=[C:7]([O:11][CH2:12][C@@H:13]2[CH2:15][O:14]2)[C:5]=1[NH2:6])([O-])=O.[O:16]1CCC[CH2:17]1>[Ni]>[O:14]1[CH2:15][C@H:13]1[CH2:12][O:11][C:7]1[C:5]2[NH:6][C:17](=[O:16])[NH:1][C:4]=2[CH:10]=[CH:9][CH:8]=1. Procedure: 2-Nitro-6-[(2S)oxiranylmethoxy]aniline (0.20 g, 0.96 mmol) was dissolved in anhydrous tetrahydrofuran (10 mL). Excess Raney Ni was added and the mixture hydrogenated under an atmosphere of hydrogen overnight. The mixture was filtered through a Celite pad. To the anhydrous tetrahydrofuran solution was added with cooling anhydrous N,N-diisopropylethylamine (0.365 mL) followed by phosgene in toluene (0.525 mL). The solvent was partially removed and the title compound collected by filtration (0.10 g... Starting materials: COC=1C=C2C=CC(=CC2=CC1)B(O)O ((6-methoxynaphthalen-2-yl)boronic acid), BrC1=C(C=NC=C1)[N+](=O)[O-] (4-bromo-3-nitropyridine), COC=1C=C2C=CC(=CC2=CC1)C1=C(C=NC=C1)[N+](=O)[O-] (4-(6-methoxynaphthalen-2-yl)-3-nitropyridine). Product: COC=1C=C2C=CC(=CC2=CC1)C1=C(C=NC=C1)N (4-(6-Methoxynaphthalen-2-yl)pyridin-3-ylamine). The yield is 90.6%. RXN SMILES: COC1C=C2C(=CC=1)C=C(B(O)O)C=C2.BrC1C=CN=CC=1[N+]([O-])=O.[CH3:26][O:27][C:28]1[CH:29]=[C:30]2[C:35](=[CH:36][CH:37]=1)[CH:34]=[C:33]([C:38]1[CH:43]=[CH:42][N:41]=[CH:40][C:39]=1[N+:44]([O-])=O)[CH:32]=[CH:31]2>>[CH3:26][O:27][C:28]1[CH:29]=[C:30]2[C:35](=[CH:36][CH:37]=1)[CH:34]=[C:33]([C:38]1[CH:43]=[CH:42][N:41]=[CH:40][C:39]=1[NH2:44])[CH:32]=[CH:31]2. Procedure details: Synthesized from (6-methoxynaphthalen-2-yl)boronic acid and 4-bromo-3-nitropyridine according to an analogous synthetic method to Preparation Example 79, 4-(6-methoxynaphthalen-2-yl)-3-nitropyridine (2.1 g) was used according to an analogous synthetic method to Example 22 to provide the title compound (1.7 g). Starting materials: [Al+3], CCOCC, C=C(CC(C=O)CCC)c1ccc(Cl)cc1Cl, C=C(CCCO)c1ccc(Cl)cc1, [H-], [H-], [H-], [H-], [Li+]. Yields the product C=C(CC(CO)CCC)c1ccc(Cl)cc1Cl. Reaction SMILES: [Al+3:32].[CH3:37][CH2:38][O:39][CH2:40][CH3:41].[CH:14](=[O:15])[CH:16]([CH2:17][C:18](=[CH2:19])[c:20]1[c:21]([Cl:27])[cH:22][c:23]([Cl:26])[cH:24][cH:25]1)[CH2:28][CH2:29][CH3:30].[Cl:1][c:2]1[cH:3][cH:4][c:5]([C:6](=[CH2:7])[CH2:8][CH2:9][CH2:10][OH:11])[cH:12][cH:13]1.[H-:31].[H-:34].[H-:35].[H-:36].[Li+:33]>>[CH2:14]([OH:15])[CH:16]([CH2:17][C:18](=[CH2:19])[c:20]1[c:21]([Cl:27])[cH:22][c:23]([Cl:26])[cH:24][cH:25]1)[CH2:28][CH2:29][CH3:30].